This data is from the Open Reaction Database (ORD), a public repository of structured organic reaction records. The task is: describe an organic reaction: reactants, conditions, products, and yield Reactants: BrC1=CC2=CC=CC=C2C=C1 (2-bromonaphthalene), CCOCC (ether), CC(CCOCC#N)CCC=C(C)C ((3,7-dimethyl-oct-6-enyloxy)-acetonitrile), CCOCC (ether), [Mg] (magnesium), CCOCC (ether). Reaction conditions: temperature 2.5 celsius, time 3 hour. The product is CC(CCOCC(=O)C1=CC2=CC=CC=C2C=C1)CCC=C(C)C (2-(3,7-Dimethyl-oct-6-enyloxy)-1-naphthalen-2-yl-ethanone). RXN SMILES: [Mg].Br[C:3]1[CH:12]=[CH:11][C:10]2[C:5](=[CH:6][CH:7]=[CH:8][CH:9]=2)[CH:4]=1.[CH3:13][CH:14]([CH2:21][CH2:22][CH:23]=[C:24]([CH3:26])[CH3:25])[CH2:15][CH2:16][O:17][CH2:18][C:19]#N.CC[O:29]CC>>[CH3:13][CH:14]([CH2:21][CH2:22][CH:23]=[C:24]([CH3:26])[CH3:25])[CH2:15][CH2:16][O:17][CH2:18][C:19]([C:3]1[CH:12]=[CH:11][C:10]2[C:5](=[CH:6][CH:7]=[CH:8][CH:9]=2)[CH:4]=1)=[O:29]. Reported procedure: To a suspension of 2.24 g of magnesium in ether, a solution of 19.09 g 2-bromonaphthalene in 80 ml of ether was dropped. The mixture was heated to reflux. After refluxing for one hour, the mixture was cooled to 0-5° C. and a solution of 15.00 g (3,7-dimethyl-oct-6-enyloxy)-acetonitrile (Kulka, K. et al., Perfumer & Flavorist Vol. 3 (1978), p.39) in 20 ml of ether was dropped in at this temperature. After stirring at room temperature for 3 hours, the mixture was quenched with water and aqueous su... The reactants are NC1=CC(NN1C)=O (5-Amino-1-methyl-1,2-dihydropyrazol-3-one), BrC=1C=C(C=O)C=CC1F (3-bromo-4-fluorobenzaldehyde), CC1(C(CC(CC1)=O)=O)C (4,4-dimethyl-1,3-cyclohexanedione). The solvent is C(C)O (ethyl alcohol). Yields the product BrC=1C=C(C=CC1F)C1C2=C(NC=3CCC(C(C13)=O)(C)C)N(NC2=O)C (4-(3-bromo-4-fluorophenyl)-1,6,6-trimethyl-4,7,8,9-tetrahydro-1H-pyrazolo[3,4-b]quinoline-3,5(2H,6H)-dione). The yield is 65.4%. As a reaction SMILES: [NH2:1][C:2]1[N:6]([CH3:7])[NH:5][C:4](=[O:8])[CH:3]=1.[Br:9][C:10]1[CH:11]=[C:12]([CH:15]=[CH:16][C:17]=1[F:18])[CH:13]=O.[CH3:19][C:20]1([CH3:28])[CH2:25][CH2:24][C:23](=O)[CH2:22][C:21]1=[O:27]>C(O)C>[Br:9][C:10]1[CH:11]=[C:12]([CH:13]2[C:22]3[C:21](=[O:27])[C:20]([CH3:28])([CH3:19])[CH2:25][CH2:24][C:23]=3[NH:1][C:2]3[N:6]([CH3:7])[NH:5][C:4](=[O:8])[C:3]2=3)[CH:15]=[CH:16][C:17]=1[F:18]. Procedure: 5-Amino-1-methyl-1,2-dihydropyrazol-3-one (0.23 g, 2 mmol), 3-bromo-4-fluorobenzaldehyde (0.4 g, 2 mmol), and 4,4-dimethyl-1,3-cyclohexanedione (0.28 g, 2 mmol) in ethyl alcohol (3 mL) were heated at 80° C. in a sealed tube for 2 days. The reaction mixture was cooled and the resulting precipitate was filtered off and washed with ethyl acetate to provide 0.55 g of the title compound as a tan solid. 1H NMR (300 MHz, DMSO-d6) δ 0.92 (s, 3H), 0.98 (s, 3H), 1.78 (t, 2H), 2.63 (m, 2H), 3.43 (s, 3H), 4... Reactants: COc1ccc(S(=O)(=O)C(CCCCc2ccccc2)C2(C(=O)O)CCCC2)cc1OC, C[Si](C)(C)NO, O=C(Cl)C(=O)Cl, ClCCl. Yields the product COc1ccc(S(=O)(=O)C(CCCCc2ccccc2)C2(C(=O)NO)CCCC2)cc1OC. Reaction SMILES: [CH3:1][O:2][c:3]1[cH:4][c:5]([S:11](=[O:12])(=[O:13])[CH:14]([CH2:15][CH2:16][CH2:17][CH2:18][c:19]2[cH:20][cH:21][cH:22][cH:23][cH:24]2)[C:25]2([C:30](=[O:31])[OH:32])[CH2:26][CH2:27][CH2:28][CH2:29]2)[cH:6][cH:7][c:8]1[O:9][CH3:10].[CH3:39][Si:40]([CH3:41])([CH3:42])[NH:43][OH:44].[Cl:33][C:34]([C:35]([Cl:36])=[O:37])=[O:38].[Cl:45][CH2:46][Cl:47]>>[CH3:1][O:2][c:3]1[cH:4][c:5]([S:11](=[O:12])(=[O:13])[CH:14]([CH2:15][CH2:16][CH2:17][CH2:18][c:19]2[cH:20][cH:21][cH:22][cH:23][cH:24]2)[C:25]2([C:30](=[O:32])[NH:43][OH:44])[CH2:26][CH2:27][CH2:28][CH2:29]2)[cH:6][cH:7][c:8]1[O:9][CH3:10].